This data is from the Open Reaction Database (ORD), a public repository of structured organic reaction records. The task is: describe an organic reaction: reactants, conditions, products, and yield The reactants are CCCCNc1ccc2cccc([N+](=O)[O-])c2n1, CC(C)(C)[O-], Cc1ccccc1, O=C(C=Cc1ccccc1)C=Cc1ccccc1, O=C(C=Cc1ccccc1)C=Cc1ccccc1, O=C(C=Cc1ccccc1)C=Cc1ccccc1, [Cl-], O=[N+]([O-])c1cccc2ccc(Cl)nc12, [NH4+], [Na+], [Pd], [Pd]. The product is CCCCN(c1ccc2cccc([N+](=O)[O-])c2n1)c1ccc2cccc([N+](=O)[O-])c2n1. RXN SMILES: [CH2:21]([CH2:22][CH2:23][CH3:24])[NH:25][c:26]1[n:27][c:28]2[c:29]([N+:36](=[O:37])[O-:38])[cH:30][cH:31][cH:32][c:33]2[cH:34][cH:35]1.[CH3:15][C:16]([CH3:17])([O-:18])[CH3:19].[CH3:41][c:42]1[cH:43][cH:44][cH:45][cH:46][cH:47]1.[CH:50](=[CH:51][C:52]([CH:53]=[CH:54][c:55]1[cH:56][cH:57][cH:58][cH:59][cH:60]1)=[O:61])[c:62]1[cH:63][cH:64][cH:65][cH:66][cH:67]1.[CH:68](=[CH:69][C:70]([CH:71]=[CH:72][c:73]1[cH:74][cH:75][cH:76][cH:77][cH:78]1)=[O:79])[c:80]1[cH:81][cH:82][cH:83][cH:84][cH:85]1.[CH:86](=[CH:87][C:88]([CH:89]=[CH:90][c:91]1[cH:92][cH:93][cH:94][cH:95][cH:96]1)=[O:97])[c:98]1[cH:99][cH:100][cH:101][cH:102][cH:103]1.[Cl-:39].[Cl:1][c:2]1[n:3][c:4]2[c:5]([N+:12](=[O:13])[O-:14])[cH:6][cH:7][cH:8][c:9]2[cH:10][cH:11]1.[NH4+:40].[Na+:20].[Pd:48].[Pd:49]>>[c:2]1([N:25]([CH2:21][CH2:22][CH2:23][CH3:24])[c:26]2[n:27][c:28]3[c:29]([N+:36](=[O:37])[O-:38])[cH:30][cH:31][cH:32][c:33]3[cH:34][cH:35]2)[n:3][c:4]2[c:5]([N+:12](=[O:13])[O-:14])[cH:6][cH:7][cH:8][c:9]2[cH:10][cH:11]1. The reactants are C(CCC)[Li].CCCCCC (n-butyllithium hexane), N12CCCC(CC1)(C2)CO (1-azabicyclo[3.2.1]oct-5-ylmethanol), N1(CNC=C1)C(=O)C1=NN(C2=CC=CC=C12)C (3-(3H-imidazol-1-ylcarbonyl)-1-methyl-1H-indazole). The solvent is O1CCCC1 (tetrahydrofuran). Reaction conditions: time 3 hour. Product: N12CCCC(CC1)(C2)COC(=O)C2=NN(C1=CC=CC=C21)C (1-Methyl-1H-indazole-3-carboxylic acid 1-azabicyclo[3.2.1]oct-5-ylmethyl ester). Isolated yield 53.1%. As a reaction SMILES: [N:1]12[CH2:8][C:5]([CH2:9][OH:10])([CH2:6][CH2:7]1)[CH2:4][CH2:3][CH2:2]2.C([Li])CCC.CCCCCC.N1([C:27]([C:29]2[C:37]3[C:32](=[CH:33][CH:34]=[CH:35][CH:36]=3)[N:31]([CH3:38])[N:30]=2)=[O:28])C=CNC1>O1CCCC1>[N:1]12[CH2:8][C:5]([CH2:9][O:10][C:27]([C:29]3[C:37]4[C:32](=[CH:33][CH:34]=[CH:35][CH:36]=4)[N:31]([CH3:38])[N:30]=3)=[O:28])([CH2:6][CH2:7]1)[CH2:4][CH2:3][CH2:2]2 |f:1.2|. Procedure details: A cooled (0° C.) solution of 1-azabicyclo[3.2.1]oct-5-ylmethanol (1.70 g, 12 mmol) in anhydrous tetrahydrofuran (15 mL) under nitrogen was treated (via syringe) with 2.45N n-butyllithium/hexane (12 mmol), then stirred at room temperature for thirty minutes and concentrated in vacuo to remove all hexane. Anhydrous tetrahydrofuran (15 mL) was added, followed by 3-(3H-imidazol-1-ylcarbonyl)-1-methyl-1H-indazole (2.49 g, 11 mmol), and the mixture was stirred under nitrogen at room temperature for 18... The reactants are COC(=O)C1CC2CN1C(=O)C(C(C)(C)C)NCCCCCCc1cccc(c1)-c1cccc(c1)CO2, C1CCOC1, CCO, [Li+], [OH-], O. Product: CC(C)(C)C1NCCCCCCc2cccc(c2)-c2cccc(c2)COC2CC(C(=O)O)N(C2)C1=O. Reaction SMILES: [C:3]([CH3:4])([CH3:5])([CH3:6])[CH:7]1[C:8](=[O:39])[N:9]2[CH:10]([C:35](=[O:36])[O:37][CH3:38])[CH2:11][CH:12]([O:13][CH2:14][c:15]3[cH:16][cH:17][cH:18][c:19]([cH:33]3)-[c:20]3[cH:21][cH:22][cH:23][c:24]([cH:32]3)[CH2:25][CH2:26][CH2:27][CH2:28][CH2:29][CH2:30][NH:31]1)[CH2:34]2.[CH2:40]1[O:41][CH2:42][CH2:43][CH2:44]1.[CH3:45][CH2:46][OH:47].[Li+:2].[OH-:1].[OH2:48]>>[C:3]([CH3:4])([CH3:5])([CH3:6])[CH:7]1[C:8](=[O:39])[N:9]2[CH:10]([C:35](=[O:36])[OH:37])[CH2:11][CH:12]([O:13][CH2:14][c:15]3[cH:16][cH:17][cH:18][c:19]([cH:33]3)-[c:20]3[cH:21][cH:22][cH:23][c:24]([cH:32]3)[CH2:25][CH2:26][CH2:27][CH2:28][CH2:29][CH2:30][NH:31]1)[CH2:34]2. Starting materials: C(C1=CC=CC=C1)OC(=O)N1C(CN(CC1)C(=O)OC(C)(C)C)C(=O)O (1-[(benzyloxy)carbonyl]-4-(tert-butoxycarbonyl)piperazine-2-carboxylic acid), CI (MeI), [Li+].CC(C)[N-]C(C)C (LDA), CCCCCCC.C1CCOC1 (heptane THF). The solvent is C1CCOC1 (THF), C1CCOC1 (THF). Reaction conditions: temperature -75 celsius, time 1 hour. The product is C(#N)C1(N(CCN(C1)C(=O)OC(C)(C)C)C(=O)OCC1=CC=CC=C1)C (1-benzyl 4-tert-butyl 2-cyano-2-methylpiperazine-1,4-dicarboxylate). As a reaction SMILES: [Li+].C[CH:3]([N-:5]C(C)C)C.CCCCCCC.C1COCC1.[CH2:21]([O:28][C:29]([N:31]1[CH2:36][CH2:35][N:34]([C:37]([O:39][C:40]([CH3:43])([CH3:42])[CH3:41])=[O:38])[CH2:33][CH:32]1[C:44](O)=O)=[O:30])[C:22]1[CH:27]=[CH:26][CH:25]=[CH:24][CH:23]=1.CI>C1COCC1>[C:3]([C:32]1([CH3:44])[CH2:33][N:34]([C:37]([O:39][C:40]([CH3:43])([CH3:41])[CH3:42])=[O:38])[CH2:35][CH2:36][N:31]1[C:29]([O:28][CH2:21][C:22]1[CH:23]=[CH:24][CH:25]=[CH:26][CH:27]=1)=[O:30])#[N:5] |f:0.1,2.3|. Procedure details: To a cooled (−75° C.) solution of LDA 2M in heptane/THF (1.5 eq) in THF, a solution of 1-[(benzyloxy)carbonyl]-4-(tert-butoxycarbonyl)piperazine-2-carboxylic acid (Bigge et al, Tetrahedron Lett. 1989, 30: 5193) in THF was added dropwise at −75° C. After being stirred for 1 hour at −75° C., MeI (1.5 eq) was added. After 2 hours at −75° C. the reaction mixture was left warming to r.t., evaporated, diluted with AcOEt, washed with NaHCO3, water, brine and dried over Na2SO4. The crude was purified by... The reactants are C(C)C1=C(C(=CC(=C1)C(C(F)(F)F)(C(F)(F)F)F)C)NC(=O)C1=CC(=C(CNC(OC(C)(C)C)=O)C=C1)C (Tert-Butyl (4-{[2-ethyl-4-(1,1,1,2,3,3,3-heptafluoropropan-2-yl)-6-methylphenyl]-carbamoyl}-2-methylbenzyl)carbamate), Cl (hydrochloric acid). Run in C(C)(=O)OCC (ethyl acetate), O (water), C(=O)(O)[O-].[Na+] (sodium hydrocarbonate), C(C)O (ethanol). Run at temperature 60 celsius. The product is NCC1=C(C=C(C(=O)NC2=C(C=C(C=C2C)C(C(F)(F)F)(C(F)(F)F)F)CC)C=C1)C (4-(aminomethyl)-N-[2-ethyl-4-(1,1,1,2,3,3,3-heptafluoropropan-2-yl)-6-methylphenyl]-3-methyl benzamide), crude product. As a reaction SMILES: [CH2:1]([C:3]1[CH:8]=[C:7]([C:9]([F:18])([C:14]([F:17])([F:16])[F:15])[C:10]([F:13])([F:12])[F:11])[CH:6]=[C:5]([CH3:19])[C:4]=1[NH:20][C:21]([C:23]1[CH:37]=[CH:36][C:26]([CH2:27][NH:28]C(=O)OC(C)(C)C)=[C:25]([CH3:38])[CH:24]=1)=[O:22])[CH3:2].Cl>C(O)C.C(OCC)(=O)C.O.C([O-])(O)=O.[Na+]>[NH2:28][CH2:27][C:26]1[CH:36]=[CH:37][C:23]([C:21]([NH:20][C:4]2[C:5]([CH3:19])=[CH:6][C:7]([C:9]([F:18])([C:14]([F:15])([F:16])[F:17])[C:10]([F:11])([F:12])[F:13])=[CH:8][C:3]=2[CH2:1][CH3:2])=[O:22])=[CH:24][C:25]=1[CH3:38] |f:5.6|. Procedure details: Tert-Butyl (4-{[2-ethyl-4-(1,1,1,2,3,3,3-heptafluoropropan-2-yl)-6-methylphenyl]-carbamoyl}-2-methylbenzyl)carbamate (1.7 g) was dissolved in ethanol (30 ml). To the solution, conc. hydrochloric acid (3 ml) was added and the mixture was stirred under heating at 60° C. for 4 hours. After adjusting to room temperature, the reaction solution was diluted with ethyl acetate and water and neutralized with sodium hydrocarbonate under vigorous stirring. The organic phase was separated and the aqueous ph... Starting materials: FC(C=1NC2=CC=C(C(=C2C1)C#N)C#N)F (2-(difluoromethyl)-1H-indole-4,5-dicarbonitrile), BrC=1C=NC=C(C1)C=1OC(=NN1)CCl (3-bromo-5-[5-(chloromethyl)-1,3,4-oxadiazol-2-yl]pyridine). The product is BrC=1C=C(C=NC1)C1=NN=C(O1)CN1C(=CC2=C(C(=CC=C12)C#N)C#N)C(F)F (1-{[5-(5-Bromo-3-pyridinyl)-1,3,4-oxadiazol-2-yl]methyl}-2-(difluoromethyl)-1H-indole-4,5-dicarbonitrile). RXN SMILES: [F:1][CH:2]([F:16])[C:3]1[NH:4][C:5]2[C:10]([CH:11]=1)=[C:9]([C:12]#[N:13])[C:8]([C:14]#[N:15])=[CH:7][CH:6]=2.[Br:17][C:18]1[CH:19]=[N:20][CH:21]=[C:22]([C:24]2[O:25][C:26]([CH2:29]Cl)=[N:27][N:28]=2)[CH:23]=1>>[Br:17][C:18]1[CH:23]=[C:22]([C:24]2[O:25][C:26]([CH2:29][N:4]3[C:5]4[C:10](=[C:9]([C:12]#[N:13])[C:8]([C:14]#[N:15])=[CH:7][CH:6]=4)[CH:11]=[C:3]3[CH:2]([F:1])[F:16])=[N:27][N:28]=2)[CH:21]=[N:20][CH:19]=1. Procedure: Synthesized as described in Example 23 from 2-(difluoromethyl)-1H-indole-4,5-dicarbonitrile and 3-bromo-5-[5-(chloromethyl)-1,3,4-oxadiazol-2-yl]pyridine: MS (ES) m/z 455 and 457 (M+1 Br isotopes).